The task is: describe an organic reaction: reactants, conditions, products, and yield. This data is from the Open Reaction Database (ORD), a public repository of structured organic reaction records. The reactants are CC1(C)C(=O)N(Br)C(=O)N1Br, O=C([O-])O, COC(=O)c1ccc2ncccc2c1, CCOC(C)=O, [Na+], C1CCOC1, O. Yields the product COC(=O)c1ccc2ncc(Br)cc2c1. As a reaction SMILES: [Br:20][N:21]1[C:22]([CH3:23])([CH3:24])[C:25](=[O:26])[N:27]([Br:28])[C:29]1=[O:30].[C:31](=[O:32])([OH:33])[O-:34].[CH3:1][O:2][C:3](=[O:4])[c:5]1[cH:6][c:7]2[cH:8][cH:9][cH:10][n:11][c:12]2[cH:13][cH:14]1.[CH3:36][CH2:37][O:38][C:39](=[O:40])[CH3:41].[Na+:35].[O:15]1[CH2:16][CH2:17][CH2:18][CH2:19]1.[OH2:42]>>[CH3:1][O:2][C:3](=[O:4])[c:5]1[cH:6][c:7]2[cH:8][c:9]([Br:20])[cH:10][n:11][c:12]2[cH:13][cH:14]1. The reactants are C(=O)([O-])[O-].[Na+].[Na+] (Na2CO3), O (water), CC1=C(NCC2=C(C3=CC=CC=C3C=C2)B2OC(C(O2)(C)C)(C)C)C=CC=C1 (2-Methyl-N-((1-(4,4,5,5-tetramethyl-1,3,2-dioxaborolan-2-yl)naphthalen-2-yl)methyl)aniline), BrC1=CC=CC(=N1)CNC1=C(C=CC=C1C(C)C)C(C)C (N-[(6-bromopyridin-2-yl)methyl]-2,6-diisopropylaniline). Reagents/catalysts: C=1C=CC(=CC1)[P](C=2C=CC=CC2)(C=3C=CC=CC3)[Pd]([P](C=4C=CC=CC4)(C=5C=CC=CC5)C=6C=CC=CC6)([P](C=7C=CC=CC7)(C=8C=CC=CC8)C=9C=CC=CC9)[P](C=1C=CC=CC1)(C=1C=CC=CC1)C=1C=CC=CC1 (Pd(PPh3)4). Solvent: CO (methanol), C1(=CC=CC=C1)C (toluene). Reaction conditions: temperature 70 celsius, time 12 hour. Product: C(C)(C)C1=C(NCC2=NC(=CC=C2)C2=C(C=CC3=CC=CC=C23)CNC2=C(C=CC=C2)C)C(=CC=C1)C(C)C (2,6-Diisopropyl-N-{[6-(2-{[(2-methylphenyl)amino]methyl}-1-naphthyl)pyridin-2-yl]methyl}aniline). RXN SMILES: C([O-])([O-])=O.[Na+].[Na+].O.[CH3:8][C:9]1[CH:35]=[CH:34][CH:33]=[CH:32][C:10]=1[NH:11][CH2:12][C:13]1[CH:22]=[CH:21][C:20]2[C:15](=[CH:16][CH:17]=[CH:18][CH:19]=2)[C:14]=1B1OC(C)(C)C(C)(C)O1.Br[C:37]1[N:42]=[C:41]([CH2:43][NH:44][C:45]2[C:50]([CH:51]([CH3:53])[CH3:52])=[CH:49][CH:48]=[CH:47][C:46]=2[CH:54]([CH3:56])[CH3:55])[CH:40]=[CH:39][CH:38]=1>C1(C)C=CC=CC=1.C1C=CC([P]([Pd]([P](C2C=CC=CC=2)(C2C=CC=CC=2)C2C=CC=CC=2)([P](C2C=CC=CC=2)(C2C=CC=CC=2)C2C=CC=CC=2)[P](C2C=CC=CC=2)(C2C=CC=CC=2)C2C=CC=CC=2)(C2C=CC=CC=2)C2C=CC=CC=2)=CC=1.CO>[CH:54]([C:46]1[CH:47]=[CH:48][CH:49]=[C:50]([CH:51]([CH3:53])[CH3:52])[C:45]=1[NH:44][CH2:43][C:41]1[CH:40]=[CH:39][CH:38]=[C:37]([C:14]2[C:15]3[C:20](=[CH:19][CH:18]=[CH:17][CH:16]=3)[CH:21]=[CH:22][C:13]=2[CH2:12][NH:11][C:10]2[CH:32]=[CH:33][CH:34]=[CH:35][C:9]=2[CH3:8])[N:42]=1)([CH3:56])[CH3:55] |f:0.1.2,^1:67,69,88,107|. Procedure details: A mixture of 27.2 g (95.0 mmol) of Na2CO3×10H2O, 410 ml of water and 120 ml of methanol was purged with argon for 30 min. The obtained solution was added to a mixture of 14.2 g (38.0 mmol) of 2-methyl-N-{[1-(4,4,5,5-tetramethyl-1,3,2-dioxaborolan-2-yl)-2-naphthyl]methyl}aniline (4a), 13.3 g (38.0 mmol) of N-[(6-bromopyridin-2-yl)methyl]-2,6-diisopropylaniline, and 2.19 g (1.90 mmol) of Pd(PPh3)4 in 500 ml of toluene. This mixture was stirred for 12 h at 70° C., then cooled to room temperature. T... Starting materials: COC1=C(C=CC(=C1)OC1CCN(CC1)C1=C(C(C1=O)=O)OCC)CC(=O)N1C(CN(CC1)C1=C(C=CC=C1)C)C(=O)N (1-(2-Methoxy-4-(1-(3-ethoxy-3-cyclobutene-1,2-dion-4-yl)-4-piperidyloxy)phenylacetyl)-4-(2-methylphenyl)piperazine-2-carboxamide), [OH-].[Na+] (sodium hydroxide). Run in C(C)O (ethanol). Conditions: time 8 hour. Product: COC1=C(C=CC(=C1)OC1CCN(CC1)C1=C(C(C1=O)=O)O)CC(=O)N1C(CN(CC1)C1=C(C=CC=C1)C)C(=O)N (1-(2-Methoxy-4-(1-(3-hydroxy-3-cyclobutene-1,2-dion-4-y)-4-piperidyloxy)phenylacetyl)-4-(2-methylphenyl)piperazine-2-carboxamide). RXN SMILES: [CH3:1][O:2][C:3]1[CH:8]=[C:7]([O:9][CH:10]2[CH2:15][CH2:14][N:13]([C:16]3[C:19](=[O:20])[C:18](=[O:21])[C:17]=3[O:22]CC)[CH2:12][CH2:11]2)[CH:6]=[CH:5][C:4]=1[CH2:25][C:26]([N:28]1[CH2:33][CH2:32][N:31]([C:34]2[CH:39]=[CH:38][CH:37]=[CH:36][C:35]=2[CH3:40])[CH2:30][CH:29]1[C:41]([NH2:43])=[O:42])=[O:27].[OH-].[Na+]>C(O)C>[CH3:1][O:2][C:3]1[CH:8]=[C:7]([O:9][CH:10]2[CH2:15][CH2:14][N:13]([C:16]3[C:17](=[O:22])[C:18](=[O:21])[C:19]=3[OH:20])[CH2:12][CH2:11]2)[CH:6]=[CH:5][C:4]=1[CH2:25][C:26]([N:28]1[CH2:33][CH2:32][N:31]([C:34]2[CH:39]=[CH:38][CH:37]=[CH:36][C:35]=2[CH3:40])[CH2:30][CH:29]1[C:41]([NH2:43])=[O:42])=[O:27] |f:1.2|. Reported procedure: 1-(2-Methoxy-4-(1-(3-ethoxy-3-cyclobutene-1,2-dion-4-yl)-4-piperidyloxy)phenylacetyl)-4-(2-methylphenyl)piperazine-2-carboxamide (87 mg, 0.147 mmole) was dissolved in 3 ml of ethanol, treated with one equivalent of 1N sodium hydroxide solution, and stirred at ambient temperature overnight. All volatiles were removed under reduced pressure and the residual material was applied directly to precoated silica gel plates (0.5 mm thickness). Multiple elutions with a chloroform-methanol-acetic acid solv... Starting materials: ClC1=NC=NC(=C1)Cl (4,6-dichloropyrimidine), C(C1=CC=CC=C1)OC1=C(C=CC=C1)B(O)O (2-benzyloxyphenylboronic acid), C(OC)COC (dimethoxyethane), C(=O)(O)[O-].[Na+] (NaHCO3). Reagents/catalysts: Cl[Pd]([P](C1=CC=CC=C1)(C2=CC=CC=C2)C3=CC=CC=C3)([P](C4=CC=CC=C4)(C5=CC=CC=C5)C6=CC=CC=C6)Cl ((PPh3)2PdCl2). Run in O (water). Yields the product ClC1=NC=NC(=C1)C1=C(C=CC=C1)OCC1=CC=CC=C1 (4-chloro-6-(2-benzyloxyphenyl)-pyrimidine). Isolated yield 79.9%. As a reaction SMILES: [Cl:1][C:2]1[CH:7]=[C:6](Cl)[N:5]=[CH:4][N:3]=1.[CH2:9]([O:16][C:17]1[CH:22]=[CH:21][CH:20]=[CH:19][C:18]=1B(O)O)[C:10]1[CH:15]=[CH:14][CH:13]=[CH:12][CH:11]=1.C(COC)OC.C([O-])(O)=O.[Na+]>Cl[Pd](Cl)([P](C1C=CC=CC=1)(C1C=CC=CC=1)C1C=CC=CC=1)[P](C1C=CC=CC=1)(C1C=CC=CC=1)C1C=CC=CC=1.O>[Cl:1][C:2]1[CH:7]=[C:6]([C:18]2[CH:19]=[CH:20][CH:21]=[CH:22][C:17]=2[O:16][CH2:9][C:10]2[CH:11]=[CH:12][CH:13]=[CH:14][CH:15]=2)[N:5]=[CH:4][N:3]=1 |f:3.4,^1:39,58|. Reported procedure: 4,6-dichloropyrimidine (6.0 g, 40 mmol) and 2-benzyloxyphenylboronic acid (6.61 g, 29 mmol) were added to a solution of dimethoxyethane (120 mL) and water (18 mL), followed by the addition of NaHCO3 (6.72 g, 80 mmol) and (PPh3)2PdCl2 (0.84 g). To this end the reaction mixture was allowed to reflux for 8 h, and the solvent removed under reduced pressure. The residue was taken up in CH2Cl2 (100 mL), and the resulting solution washed with water, dried over anhydrous K2CO3, filtered and the solvent ... The reactants are ClCCl, CC(C)(C)OC(=O)NC1CCNC1, CC(C)c1ncc(C2(O)CCC(=O)CC2)s1. Product: CC(C)c1ncc(C2(O)CCC(N3CCC(NC(=O)OC(C)(C)C)C3)CC2)s1. RXN SMILES: [Cl:30][CH2:31][Cl:32].[NH:17]1[CH2:18][CH:19]([NH:22][C:23]([O:24][C:25]([CH3:26])([CH3:27])[CH3:28])=[O:29])[CH2:20][CH2:21]1.[OH:1][C:2]1([c:9]2[cH:10][n:11][c:12]([CH:14]([CH3:15])[CH3:16])[s:13]2)[CH2:3][CH2:4][C:5](=[O:8])[CH2:6][CH2:7]1>>[OH:1][C:2]1([c:9]2[cH:10][n:11][c:12]([CH:14]([CH3:15])[CH3:16])[s:13]2)[CH2:3][CH2:4][CH:5]([N:17]2[CH2:18][CH:19]([NH:22][C:23]([O:24][C:25]([CH3:26])([CH3:27])[CH3:28])=[O:29])[CH2:20][CH2:21]2)[CH2:6][CH2:7]1. Procedure: An open-ended glass tube about 300 mm. long and 75 mm. inside diameter was fitted with a rubber stopper at each end, each stopper having a central opening. A second, smaller glass tube about 300 mm. long but with an outside diameter of 45 mm. was positioned coaxially within the larger tube by insertion through the central openings in the rubber stoppers, and the assembly mounted vertically. The smaller inner tube was closed at its bottom end with a solid rubber stopper. The upper stopper of the ... As a reaction SMILES: O.[O:2]=[CH:3][C:4]([Cl:7])([Cl:6])[Cl:5].[C:8]1([N:14]=[C:15]=[O:16])[CH:13]=[CH:12][CH:11]=[CH:10][CH:9]=1.CC(C)([O-])C.[Li+]>C1CCCCC1>[O:2]=[CH:3][C:4]([Cl:7])([Cl:6])[Cl:5].[C:8]1([N:14]=[C:15]=[O:16])[CH:13]=[CH:12][CH:11]=[CH:10][CH:9]=1 |f:3.4,6.7|. The reactants are O (water), CC(C)([O-])C.[Li+] (lithium tertbutoxide), O=CC(Cl)(Cl)Cl (chloral), C1(=CC=CC=C1)N=C=O (phenyl isocyanate), O (water), O (water), O (water). Solvent: C1CCCCC1 (cyclohexane). The product is O=CC(Cl)(Cl)Cl.C1(=CC=CC=C1)N=C=O (Chloral Phenyl Isocyanate). Conditions: temperature 65 celsius, time 30 minute. Reactants: COC1=C(CN(S(=O)(=O)C2=C(C=C(C=C2)O[C@@H]2[C@H](CCC2)C2=CC=NN2CC)F)C2=NC=NC=C2)C=CC(=C1)OC (N-(2,4-dimethoxybenzyl)-4-{[(1S*,2R*)-2-(1-ethyl-1H-pyrazol-5-yl)cyclopentyl]oxy}-2-fluoro-N-(pyrimidin-4-yl)benzenesulfonamide), C(C)[SiH](CC)CC (triethylsilane), FC(C(=O)O)(F)F (trifluoroacetic acid). Run in ClCCl (dichloromethane). The product is C(C)N1N=CC=C1[C@@H]1[C@H](CCC1)OC1=CC(=C(C=C1)S(=O)(=O)NC1=NC=NC=C1)F (4-{[(1S*,2R*)-2-(1-Ethyl-1H-pyrazol-5-yl)cyclopentyl]oxy}-2-fluoro-N-(pyrimidin-4-yl)benzenesulfonamide). Isolated yield 51.4%. Reaction SMILES: COC1C=C(OC)C=CC=1C[N:6]([C:30]1[CH:35]=[CH:34][N:33]=[CH:32][N:31]=1)[S:7]([C:10]1[CH:15]=[CH:14][C:13]([O:16][C@H:17]2[CH2:21][CH2:20][CH2:19][C@@H:18]2[C:22]2[N:26]([CH2:27][CH3:28])[N:25]=[CH:24][CH:23]=2)=[CH:12][C:11]=1[F:29])(=[O:9])=[O:8].C([SiH](CC)CC)C.FC(F)(F)C(O)=O>ClCCl>[CH2:27]([N:26]1[C:22]([C@H:18]2[CH2:19][CH2:20][CH2:21][C@@H:17]2[O:16][C:13]2[CH:14]=[CH:15][C:10]([S:7]([NH:6][C:30]3[CH:35]=[CH:34][N:33]=[CH:32][N:31]=3)(=[O:9])=[O:8])=[C:11]([F:29])[CH:12]=2)=[CH:23][CH:24]=[N:25]1)[CH3:28]. Reported procedure: The reaction and aftertreatment were conducted in the same manner as in Example 1b by using the N-(2,4-dimethoxybenzyl)-4-{[(1S*,2R*)-2-(1-ethyl-1H-pyrazol-5-yl)cyclopentyl]oxy}-2-fluoro-N-(pyrimidin-4-yl)benzenesulfonamide (0.45 g, 0.78 mmol) prepared in Example 115a, triethylsilane (0.62 mL), trifluoroacetic acid (0.78 mL) and dichloromethane (7.8 mL), to yield the title compound (173 mg, 52%) as a colorless solid. Product: CCCCOCCOc1ccc(-c2ccc3c(c2)C=C(C(=O)Nc2ccc(S(=O)Cc4cncn4CCC)cc2)CCCN3CC2CC2)cc1. Starting materials: CC(=O)O[BH-](OC(C)=O)OC(C)=O, CCCCOCCOc1ccc(-c2ccc3c(c2)C=C(C(=O)Nc2ccc(S(=O)Cc4cncn4CCC)cc2)CCCN3)cc1, O=CC1CC1, ClCCCl, [Na+], O. As a reaction SMILES: [C:52]([O:53][BH-:54]([O:55][C:56](=[O:57])[CH3:58])[O:59][C:60](=[O:61])[CH3:62])(=[O:63])[CH3:64].[CH2:1]([CH2:2][CH2:3][CH3:4])[O:5][CH2:6][CH2:7][O:8][c:9]1[cH:10][cH:11][c:12](-[c:15]2[cH:16][cH:17][c:18]3[c:19]([cH:46]2)[CH:20]=[C:21]([C:26](=[O:27])[NH:28][c:29]2[cH:30][cH:31][c:32]([S:35](=[O:36])[CH2:37][c:38]4[cH:39][n:40][cH:41][n:42]4[CH2:43][CH2:44][CH3:45])[cH:33][cH:34]2)[CH2:22][CH2:23][CH2:24][NH:25]3)[cH:13][cH:14]1.[CH:47]1([CH:50]=[O:51])[CH2:48][CH2:49]1.[Cl:67][CH2:68][CH2:69][Cl:70].[Na+:65].[OH2:66]>>[CH2:1]([CH2:2][CH2:3][CH3:4])[O:5][CH2:6][CH2:7][O:8][c:9]1[cH:10][cH:11][c:12](-[c:15]2[cH:16][cH:17][c:18]3[c:19]([cH:46]2)[CH:20]=[C:21]([C:26](=[O:27])[NH:28][c:29]2[cH:30][cH:31][c:32]([S:35](=[O:36])[CH2:37][c:38]4[cH:39][n:40][cH:41][n:42]4[CH2:43][CH2:44][CH3:45])[cH:33][cH:34]2)[CH2:22][CH2:23][CH2:24][N:25]3[CH2:50][CH:47]2[CH2:48][CH2:49]2)[cH:13][cH:14]1. RXN SMILES: [C:31](=[O:32])([O-:33])[O-:34].[CH3:37][N:38]([CH3:39])[CH:40]=[O:41].[Cl:13][CH2:14][CH2:15][CH:16]1[CH2:17][CH2:18][N:19]([c:22]2[n:23][n:24][c:25]([CH3:28])[cH:26][cH:27]2)[CH2:20][CH2:21]1.[Cl:1][c:2]1[n:3][c:4]2[cH:5][cH:6][c:7]([OH:12])[cH:8][c:9]2[n:10][cH:11]1.[I-:30].[K+:29].[K+:35].[K+:36]>>[Cl:1][c:2]1[n:3][c:4]2[cH:5][cH:6][c:7]([O:12][CH2:14][CH2:15][CH:16]3[CH2:17][CH2:18][N:19]([c:22]4[n:23][n:24][c:25]([CH3:28])[cH:26][cH:27]4)[CH2:20][CH2:21]3)[cH:8][c:9]2[n:10][cH:11]1. Starting materials: O=C([O-])[O-], CN(C)C=O, Cc1ccc(N2CCC(CCCl)CC2)nn1, Oc1ccc2nc(Cl)cnc2c1, [I-], [K+], [K+], [K+]. Product: Cc1ccc(N2CCC(CCOc3ccc4nc(Cl)cnc4c3)CC2)nn1.